describe an organic reaction: reactants, conditions, products, and yield From a dataset of the Open Reaction Database (ORD), a public repository of structured organic reaction records. The reactants are FC1=CC=C(C=C1)C1=NC2=CC=C(C=C2N=C1N(C1CCNCC1)C)C(=O)OC (methyl 2-(4-fluorophenyl)-3-[methyl(piperidin-4-yl)amino]quinoxaline-6-carboxylate), C([O-])([O-])=O.[K+].[K+] (potassium carbonate), CCI (CH3CH2I). Run in CN(C=O)C (N,N-dimethylformamide), O (water). Run at time 8 hour. Product: C(C)N1CCC(CC1)N(C1=C(NC2=CC=C(C=C2N1)C(=O)OC)C1=CC=C(C=C1)F)C (methyl 3-[(1-ethylpiperidin-4-yl)(methyl)amino]-2-(4-fluorophenyl)-1,4-dihydroquinoxaline-6-carboxylate). The yield is 49.9%. As a reaction SMILES: [F:1][C:2]1[CH:7]=[CH:6][C:5]([C:8]2[C:17]([N:18]([CH3:25])[CH:19]3[CH2:24][CH2:23][NH:22][CH2:21][CH2:20]3)=[N:16][C:15]3[C:10](=[CH:11][CH:12]=[C:13]([C:26]([O:28][CH3:29])=[O:27])[CH:14]=3)[N:9]=2)=[CH:4][CH:3]=1.C(=O)([O-])[O-].[K+].[K+].[CH3:36][CH2:37]I>CN(C)C=O.O>[CH2:36]([N:22]1[CH2:23][CH2:24][CH:19]([N:18]([CH3:25])[C:17]2[NH:16][C:15]3[C:10](=[CH:11][CH:12]=[C:13]([C:26]([O:28][CH3:29])=[O:27])[CH:14]=3)[NH:9][C:8]=2[C:5]2[CH:6]=[CH:7][C:2]([F:1])=[CH:3][CH:4]=2)[CH2:20][CH2:21]1)[CH3:37] |f:1.2.3|. Procedure details: To a solution of methyl 2-(4-fluorophenyl)-3-[methyl(piperidin-4-yl)amino]quinoxaline-6-carboxylate (100 mg, 0.25 mmol) in N,N-dimethylformamide (30 mL) was added potassium carbonate (157.6 mg, 1.14 mmol) and CH3CH2I (71.32 mg, 0.46 mmol), and the reaction mixture was stirred overnight at room temperature. The reaction mixture was then diluted with water (200 mL) and extracted with dichloromethane (4×50 mL). The organic layers were combined, dried over anhydrous magnesium sulfate, and concentrat...